From a dataset of the Open Reaction Database (ORD), a public repository of structured organic reaction records. describe an organic reaction: reactants, conditions, products, and yield The reactants are [H-].[Na+] (Sodium hydride), ClC=1C(=C(C(=O)N(C)CCO)C=CC1F)F (3-chloro-2,4-difluoro-N-(2-hydroxyethyl)-N-methylbenzamide), CN(C)C=O (DMF), O (Water). Conditions: time 16 hour. The product is ClC1=C(C=CC=2C(N(CCOC21)CC)=O)F (9-Chloro-4-ethyl-8-fluoro-3,4-dihydro-1,4-benzoxazepin-5(2H)-one). RXN SMILES: [H-].[Na+].[Cl:3][C:4]1[C:5](F)=[C:6]([CH:14]=[CH:15][C:16]=1[F:17])[C:7]([N:9]([CH2:11][CH2:12][OH:13])[CH3:10])=[O:8].O.[CH3:20]N(C=O)C>>[Cl:3][C:4]1[C:5]2[O:13][CH2:12][CH2:11][N:9]([CH2:10][CH3:20])[C:7](=[O:8])[C:6]=2[CH:14]=[CH:15][C:16]=1[F:17] |f:0.1|. Procedure: Sodium hydride (35 mg, 0.913 mmol, 60% dispersion in mineral oil) was added slowly to a solution of 3-chloro-2,4-difluoro-N-(2-hydroxyethyl)-N-methylbenzamide (220 mg, 0.836 mmol) in DMF (4 mL) and the pale yellow solution was stirred at RT for 16 hours. Water was added to the reaction and the mixture was subsequently extracted with DCM (3×30 mL). The combined organic phases were washed with water (3×20 mL) and saturated brine solution then dried (MgSO4), filtered and evaporated to give the desi...